From a dataset of the Open Reaction Database (ORD), a public repository of structured organic reaction records. describe an organic reaction: reactants, conditions, products, and yield Reactants: C(C)(=O)OCC(CCO)COC(C)=O (2-acetoxymethyl-4-hydroxy-but-1-yl acetate), C1(=CC=CC=C1)P(C1=CC=CC=C1)C1=CC=CC=C1 (triphenylphosphine), C(Br)(Br)(Br)Br (carbon tetrabromide). Run in CN(C=O)C (dimethylformamide). The product is C(C)(=O)OCC(CCBr)COC(C)=O (2-acetoxymethyl-4-bromobut-1-yl acetate). Isolated yield 993.2%. As a reaction SMILES: [C:1]([O:4][CH2:5][CH:6]([CH2:10][O:11][C:12](=[O:14])[CH3:13])[CH2:7][CH2:8]O)(=[O:3])[CH3:2].C1(P(C2C=CC=CC=2)C2C=CC=CC=2)C=CC=CC=1.C(Br)(Br)(Br)[Br:35]>CN(C)C=O>[C:1]([O:4][CH2:5][CH:6]([CH2:10][O:11][C:12](=[O:14])[CH3:13])[CH2:7][CH2:8][Br:35])(=[O:3])[CH3:2]. Procedure details: A mixture of 2-acetoxymethyl-4-hydroxy-but-1-yl acetate 10 g, 49 mmol), triphenylphosphine (19.25 g, 73 mmol) and carbon tetrabromide (24.4 g, 73 mmol) was stirred for 18 hours at 4° C. in dimethylformamide (150 ml). The solvent was then evaporated, and the residue purified by column chromatography on silica gel, eluting with ether-light petroleum 2:3 to afford 2-acetoxymethyl-4-bromobut-1-yl acetate as a pale oil (130 g, 99%). δH (CDCl3) 1.73-2.56 (3H, m, CHCH2CH2), 2.04 (6H, s, 2×OCOCH3), 3.44... The reactants are ClC1=CC=C2C(=C1)NC([C@@]21[C@@H](N[C@H]([C@@H]1C1=C(C(=CC=C1)Cl)F)C(NC1=CC=C(C=C1)C#N)=O)CC(COC(C)=O)(C)C)=O (acetic acid rac-3-[(2′S,3′R,4′S,5′R)-6-chloro-4′-(3-chloro-2-fluoro-phenyl)-5′-(4-cyano-phenylcarbamoyl)-2-oxo-1,2-dihydro-spiro[indole-3,3′-pyrrolidin]-2′-yl]-2,2-dimethyl-propyl ester), [OH-].[Na+] (NaOH), CO (methanol). The solvent is O1CCCC1 (tetrahydrofuran). Run at time 18 hour. Product: C(#N)C1=CC=C(C=C1)NC(=O)C1C(C2(C(N1)CC(CO)(C)C)C(NC1=CC(=CC=C12)Cl)=O)C1=C(C(=CC=C1)Cl)F (rac-(2′S,3′R,4′S,5′R)-6-chloro-4′-(3-chloro-2-fluoro-phenyl)-2′-(3-hydroxy-2,2-dimethyl-propyl)-2-oxo-1,2-dihydro-spiro[indole-3,3′-pyrrolidine]-5′-carboxylic acid (4-cyano-phenyl)-amide), solid. The yield is 88.0%. Reaction SMILES: [Cl:1][C:2]1[CH:7]=[C:6]2[NH:8][C:9](=[O:43])[C@:10]3([C@@H:14]([C:15]4[CH:20]=[CH:19][CH:18]=[C:17]([Cl:21])[C:16]=4[F:22])[C@H:13]([C:23](=[O:33])[NH:24][C:25]4[CH:30]=[CH:29][C:28]([C:31]#[N:32])=[CH:27][CH:26]=4)[NH:12][C@H:11]3[CH2:34][C:35]([CH3:42])([CH3:41])[CH2:36][O:37]C(=O)C)[C:5]2=[CH:4][CH:3]=1.[OH-].[Na+].CO>O1CCCC1>[C:31]([C:28]1[CH:27]=[CH:26][C:25]([NH:24][C:23]([CH:13]2[NH:12][CH:11]([CH2:34][C:35]([CH3:42])([CH3:41])[CH2:36][OH:37])[C:10]3([C:5]4[C:6](=[CH:7][C:2]([Cl:1])=[CH:3][CH:4]=4)[NH:8][C:9]3=[O:43])[CH:14]2[C:15]2[CH:20]=[CH:19][CH:18]=[C:17]([Cl:21])[C:16]=2[F:22])=[O:33])=[CH:30][CH:29]=1)#[N:32] |f:1.2|. Procedure details: To a solution of acetic acid rac-3-[(2′S,3′R,4′S,5′R)-6-chloro-4′-(3-chloro-2-fluoro-phenyl)-5′-(4-cyano-phenylcarbamoyl)-2-oxo-1,2-dihydro-spiro[indole-3,3′-pyrrolidin]-2′-yl]-2,2-dimethyl-propyl ester (17 mg, 0.027 mmol) in tetrahydrofuran (2 mL) was added an aqueous solution (1N) of NaOH (0.5 mL, 0.5 mmol) and methanol (0.2 mL). The reaction mixture was stirred at room temperature for 18 h. The mixture was concentrated, and the residue was partitioned between ethyl acetate and water. The orga... The reactants are CO, Cc1c(F)cccc1OC1CCCCO1, O=C(O)C(=O)O. Yields the product Cc1c(O)cccc1F. RXN SMILES: [CH3:22][OH:23].[F:1][c:2]1[c:3]([CH3:15])[c:4]([O:5][CH:6]2[CH2:7][CH2:8][CH2:9][CH2:10][O:11]2)[cH:12][cH:13][cH:14]1.[OH:16][C:17]([C:18](=[O:19])[OH:20])=[O:21]>>[F:1][c:2]1[c:3]([CH3:15])[c:4]([OH:5])[cH:12][cH:13][cH:14]1. Reactants: O(C1=CC=CC=C1)C(=O)N(C(C#CC=1C=C2CCN(C(C2=CC1)=O)CC1=NC=C(C=C1)C1=CC=C(C=C1)F)C)OC(=O)OC1=CC=CC=C1 (6-{3-[N,O-bis(phenoxycarbonyl)hydroxylamino]-1-butyn-1-yl}-2-{[5-(4-fluorophenyl)-2-pyridyl]-methyl}-1-oxo-1,2,3,4-tetrahydroisoquinoline), N (NH3), N (ammonia). Run at temperature -78 celsius. The product is NC(=O)N(O)C(C#CC=1C=C2CCN(C(C2=CC1)=O)CC1=NC=C(C=C1)C1=CC=C(C=C1)F)C (6-[3-(N-aminocarbonyl-N-hydroxyamino)-1-butyn-1-yl]-2-{[5-(4-fluorophenyl)-2-pyridyl]-methyl}-1-oxo-1,2,3,4 -tetrahydroisoquinoline). RXN SMILES: O([C:8]([N:10]([O:40]C(OC1C=CC=CC=1)=O)[CH:11]([CH3:39])[C:12]#[C:13][C:14]1[CH:15]=[C:16]2[C:21](=[CH:22][CH:23]=1)[C:20](=[O:24])[N:19]([CH2:25][C:26]1[CH:31]=[CH:30][C:29]([C:32]3[CH:37]=[CH:36][C:35]([F:38])=[CH:34][CH:33]=3)=[CH:28][N:27]=1)[CH2:18][CH2:17]2)=[O:9])C1C=CC=CC=1.[NH3:50]>>[NH2:50][C:8]([N:10]([CH:11]([CH3:39])[C:12]#[C:13][C:14]1[CH:15]=[C:16]2[C:21](=[CH:22][CH:23]=1)[C:20](=[O:24])[N:19]([CH2:25][C:26]1[CH:31]=[CH:30][C:29]([C:32]3[CH:33]=[CH:34][C:35]([F:38])=[CH:36][CH:37]=3)=[CH:28][N:27]=1)[CH2:18][CH2:17]2)[OH:40])=[O:9]. Procedure: An NH3 (10 mL) solution of 6-{3-[N,O-bis(phenoxycarbonyl)hydroxylamino]-1-butyn-1-yl}-2-{[5-(4-fluorophenyl)-2-pyridyl]-methyl}-1-oxo-1,2,3,4-tetrahydroisoquinoline (310 mg, 0.47 mmol) in a sealed tube is stirred at ambient temperature for 12 hours. The mixture is then cooled to -78° C. and the reaction vessel carefully opened. The ammonia is allowed to evaporate and the resulting material is partitioned between EtOAc (60 mL) and H2O (10 mL). The aqueous phase is extracted with EtOAc (1×25 mL) a... Reactants: CCCC[Sn](CCCC)(CCCC)c1cccs1, CN1C(=O)CCC2(C)c3ccc(Br)cc3CCC12, CC#N. The product is CN1C(=O)CCC2(C)c3ccc(-c4cccs4)cc3CCC12. As a reaction SMILES: [CH2:19]([Sn:20]([CH2:21][CH2:22][CH2:23][CH3:29])([c:24]1[s:25][cH:26][cH:27][cH:28]1)[CH2:30][CH2:31][CH2:32][CH3:33])[CH2:34][CH2:35][CH3:36].[CH3:1][N:2]1[C:3](=[O:18])[CH2:4][CH2:5][C:6]2([CH3:17])[c:7]3[c:8]([cH:12][c:13]([Br:16])[cH:14][cH:15]3)[CH2:9][CH2:10][CH:11]12.[CH3:37][C:38]#[N:39]>>[CH3:1][N:2]1[C:3](=[O:18])[CH2:4][CH2:5][C:6]2([CH3:17])[c:7]3[c:8]([cH:12][c:13](-[c:24]4[s:25][cH:26][cH:27][cH:28]4)[cH:14][cH:15]3)[CH2:9][CH2:10][CH:11]12. Starting materials: CCN(C(C)C)C(C)C, CO, Cl, CCC(CO)Nc1nc(SCc2cccc(F)c2F)nc2nc(N)sc12, NC1CCCC1O. Product: Nc1nc2nc(SCc3cccc(F)c3F)nc(NC3CCCC3O)c2s1. As a reaction SMILES: [CH2:35]([N:36]([CH:37]([CH3:38])[CH3:39])[CH:40]([CH3:41])[CH3:42])[CH3:43].[CH3:44][OH:45].[ClH:27].[NH2:1][c:2]1[s:3][c:4]2[c:5]([n:6][c:7]([S:16][CH2:17][c:18]3[c:19]([F:25])[c:20]([F:24])[cH:21][cH:22][cH:23]3)[n:8][c:9]2[NH:10][CH:11]([CH2:12][OH:13])[CH2:14][CH3:15])[n:26]1.[NH2:28][CH:29]1[CH2:30][CH2:31][CH2:32][CH:33]1[OH:34]>>[NH2:1][c:2]1[s:3][c:4]2[c:5]([n:6][c:7]([S:16][CH2:17][c:18]3[c:19]([F:25])[c:20]([F:24])[cH:21][cH:22][cH:23]3)[n:8][c:9]2[NH:10][CH:11]2[CH:12]([OH:13])[CH2:29][CH2:15][CH2:14]2)[n:26]1. Starting materials: C(C)(=O)O (Acetic acid), BrCC1(S[C@H]2N(C1C(=O)OCC(Cl)(Cl)Cl)C(C2NC(CC2=CC=CC=C2)=O)=O)C (2,2,2-trichloroethyl 2-bromomethyl-2-methyl-6-(2-phenylacetamido)penam-3-carboxylate). Reagents/catalysts: C(C)(=O)[O-].[Ag+] (silver acetate). Solvent: C(Cl)Cl (methylene chloride). Product: C(C)(=O)OCC1(S[C@H]2N(C1C(=O)OCC(Cl)(Cl)Cl)C(C2NC(CC2=CC=CC=C2)=O)=O)C (2,2,2-trichloroethyl 2-acetoxymethyl-2-methyl-6-(2-phenylacetamido)-penam-3-carboxylate). RXN SMILES: [C:1]([OH:4])(=[O:3])[CH3:2].Br[CH2:6][C:7]1([CH3:33])[CH:11]([C:12]([O:14][CH2:15][C:16]([Cl:19])([Cl:18])[Cl:17])=[O:13])[N:10]2[C:20](=[O:32])[CH:21]([NH:22][C:23](=[O:31])[CH2:24][C:25]3[CH:30]=[CH:29][CH:28]=[CH:27][CH:26]=3)[C@H:9]2[S:8]1>C(Cl)Cl.C([O-])(=O)C.[Ag+]>[C:1]([O:4][CH2:6][C:7]1([CH3:33])[CH:11]([C:12]([O:14][CH2:15][C:16]([Cl:17])([Cl:18])[Cl:19])=[O:13])[N:10]2[C:20](=[O:32])[CH:21]([NH:22][C:23](=[O:31])[CH2:24][C:25]3[CH:30]=[CH:29][CH:28]=[CH:27][CH:26]=3)[C@H:9]2[S:8]1)(=[O:3])[CH3:2] |f:3.4|. Procedure: Acetic acid (2 ml) was added to a solution of 2,2,2-trichloroethyl 2-bromomethyl-2-methyl-6-(2-phenylacetamido)penam-3-carboxylate (0.54 g) in methylene chloride (10 ml). And to this solution was added silver acetate (0.34 g) under stirring at room temperature and then the mixture was stirred for 2.5 hours. After the reaction was completed, the reaction mixture was filtered under reduced pressure and the filtrate was washed with 5% hydrochloric acid and then filtered again. The oily residue was ... Reactants: C1CCOC1, [Cl-], O=[N+]([O-])c1cccc2nc(Cl)ccc12, N, [Na+], O. Product: Nc1ccc2c([N+](=O)[O-])cccc2n1. RXN SMILES: [CH2:17]1[O:18][CH2:19][CH2:20][CH2:21]1.[Cl-:22].[Cl:1][c:2]1[n:3][c:4]2[cH:5][cH:6][cH:7][c:8]([N+:12](=[O:13])[O-:14])[c:9]2[cH:10][cH:11]1.[NH3:16].[Na+:23].[OH2:15]>>[c:2]1([NH2:16])[n:3][c:4]2[cH:5][cH:6][cH:7][c:8]([N+:12](=[O:13])[O-:14])[c:9]2[cH:10][cH:11]1. Reactants: CC1=C(OC(O1)=O)CBr (5-methyl-2-oxo-1,3-dioxol-4-yl-methyl bromide), C([O-])([O-])=O.[K+].[K+] (potassium carbonate), [Na+].N1=C(C=C(C=C1)C(=O)[O-])C(=O)[O-].[Na+] (pyridine-2,4-dicarboxylic acid sodium salt). Solvent: CC(=O)C (acetone). The product is N1=C(C=C(C=C1)C(=O)OCC=1OC(OC1C)=O)C(=O)OCC=1OC(OC1C)=O (Bis(5-methyl-2-oxo-1,3-dioxol-4-ylmethyl) pyridine-2,4-dicarboxylate). As a reaction SMILES: [Na+].[N:2]1[CH:7]=[CH:6][C:5]([C:8]([O-:10])=[O:9])=[CH:4][C:3]=1[C:11]([O-:13])=[O:12].[Na+].[CH3:15][C:16]1[O:20][C:19](=[O:21])[O:18][C:17]=1[CH2:22]Br.[C:24](=[O:27])([O-:26])[O-:25].[K+].[K+]>CC(C)=O>[N:2]1[CH:7]=[CH:6][C:5]([C:8]([O:10][CH2:15][C:16]2[O:20][C:19](=[O:21])[O:18][C:17]=2[CH3:22])=[O:9])=[CH:4][C:3]=1[C:11]([O:13][CH2:11][C:3]1[O:27][C:24](=[O:26])[O:25][C:4]=1[CH3:5])=[O:12] |f:0.1.2,4.5.6|. Procedure: 6.3 g of pyridine-2,4-dicarboxylic acid sodium salt are boiled under reflux with 14.3 g of 5-methyl-2-oxo-1,3-dioxol-4-yl-methyl bromide and 4.5 g of potassium carbonate in 125 ml of dry acetone for 40 hours. The carbonate is filtered off and the solution is chromatographed over silica gel with a 4:1 mixture of toluene and ethyl acetate.